Dataset: the Open Reaction Database (ORD), a public repository of structured organic reaction records. Task: describe an organic reaction: reactants, conditions, products, and yield Reactants: [H-].[Al+3].[Li+].[H-].[H-].[H-] (lithium aluminum hydride), N1=CC(=CC=C1)CC(=O)OCC (Ethyl 3-pyridylacetate), O (water). The solvent is O1CCCC1 (tetrahydrofuran). Reaction conditions: time 30 minute. The product is N1=CC(=CC=C1)C(C)O (3-Pyridylethanol). RXN SMILES: [N:1]1[CH:6]=[CH:5][CH:4]=[C:3]([CH2:7][C:8](OCC)=O)[CH:2]=1.[H-].[Al+3].[Li+].[H-].[H-].[H-].[OH2:19]>O1CCCC1>[N:1]1[CH:6]=[CH:5][CH:4]=[C:3]([CH:7]([OH:19])[CH3:8])[CH:2]=1 |f:1.2.3.4.5.6|. Reported procedure: Ethyl 3-pyridylacetate (2.0 ml) was dissolved in tetrahydrofuran (66 ml). Under ice cooling, lithium aluminum hydride (0.5 g) was added thereto followed by stirring for 30 min. After adding water (0.5 ml), a 5 N aqueous solution of sodium hydroxide (0.5 ml) and further water (1.5 ml), the resulting precipitate was filtered off and washed with ethyl acetate. The filtrate was concentrated under reduced pressure to give the title compound (1.636 g) as a pale yellow oil (1.636 g) (yield: quantitativ... The reactants are ClCCN(C)C (2-Chloro-1-(dimethylamino) ethane), Cl (hydrogen chloride), C1(C=CC=C1)[Li] (cyclopentadienyllithium). Run in C1CCOC1 (THF), C1CCOC1.CCCCCC (THF hexane). Product: CN(CCC1=CC=CC1)C ((2-dimethylaminoethyl) cyclopentadiene), C(CCC)[Li] (n-butyllithium), C1=CC=CC1 (cyclopentadiene). As a reaction SMILES: Cl[CH2:2][CH2:3][N:4]([CH3:6])[CH3:5].Cl.[CH:8]1([Li:13])[CH:12]=[CH:11][CH:10]=[CH:9]1>C1COCC1.CCCCCC.C1COCC1>[CH3:5][N:4]([CH3:6])[CH2:3][CH2:2][C:12]1[CH2:11][CH:10]=[CH:9][CH:8]=1.[CH2:8]([Li:13])[CH2:9][CH2:10][CH3:11].[CH:12]1[CH2:11][CH:10]=[CH:9][CH:8]=1 |f:3.4|. Procedure details: (2-dimethylaminoethyl) cyclopentadiene was synthesized by a modification of a literature procedure as disclosed in J. Organomet. Chem., Vol. 423, p. 31, 1992. 2-Chloro-1-(dimethylamino) ethane (43.04 g, 400 mmol) free of hydrogen chloride was added slowly to a stirred suspension of cyclopentadienyllithium in THF/hexane (1:1) (obtained from the reaction of n-butyllithium (250 ml, 1.6M in hexane) with freshly distilled cyclopentadiene (33.0 ml, 400 mmol) in THF (250 ml) at 0° C. and the reaction m... Reactants: CC(C)(C)OC(=O)NCC1CCN(c2nc(Cl)ncc2Br)CC1, O=C([O-])[O-], [Na+], [Na+], C1COCCO1, OB(O)c1ccncc1. Product: CC(C)(C)OC(=O)NCC1CCN(c2nc(Cl)ncc2-c2ccncc2)CC1. Reaction SMILES: [Br:1][c:2]1[c:3]([N:9]2[CH2:10][CH2:11][CH:12]([CH2:15][NH:16][C:17]([O:18][C:19]([CH3:20])([CH3:21])[CH3:22])=[O:23])[CH2:13][CH2:14]2)[n:4][c:5]([Cl:8])[n:6][cH:7]1.[C:33](=[O:34])([O-:35])[O-:36].[Na+:37].[Na+:38].[O:39]1[CH2:40][CH2:41][O:42][CH2:43][CH2:44]1.[n:24]1[cH:25][cH:26][c:27]([B:30]([OH:31])[OH:32])[cH:28][cH:29]1>>[c:2]1(-[c:27]2[cH:26][cH:25][n:24][cH:29][cH:28]2)[c:3]([N:9]2[CH2:10][CH2:11][CH:12]([CH2:15][NH:16][C:17]([O:18][C:19]([CH3:20])([CH3:21])[CH3:22])=[O:23])[CH2:13][CH2:14]2)[n:4][c:5]([Cl:8])[n:6][cH:7]1. The reactants are CC(C)(C)OC(=O)C(C)(C)Br, CCOC(=O)C(Cc1ccc(C(=O)OC(C)(C)C)cc1OC)OC, COC(=O)C(Cc1cccc(O)c1)OC. Yields the product COC(=O)C(Cc1cccc(OC(C)(C)C(=O)OC(C)(C)C)c1)OC. RXN SMILES: [C:16]([CH3:17])([CH3:18])([CH3:19])[O:20][C:21]([C:22]([CH3:23])([CH3:24])[Br:25])=[O:26].[CH2:27]([O:28][C:29](=[O:30])[CH:31]([O:32][CH3:33])[CH2:34][c:35]1[cH:36][cH:37][c:38]([C:39]([O:40][C:41]([CH3:42])([CH3:43])[CH3:44])=[O:45])[cH:46][c:47]1[O:48][CH3:49])[CH3:50].[CH3:1][O:2][C:3]([CH:4]([CH2:5][c:6]1[cH:7][c:8]([OH:12])[cH:9][cH:10][cH:11]1)[O:13][CH3:14])=[O:15]>>[CH3:1][O:2][C:3]([CH:4]([CH2:5][c:6]1[cH:7][c:8]([O:12][C:22]([C:21]([O:20][C:16]([CH3:17])([CH3:18])[CH3:19])=[O:26])([CH3:23])[CH3:24])[cH:9][cH:10][cH:11]1)[O:13][CH3:14])=[O:15]. Starting materials: CC(C)(C)[Si](C)(C)OCCC1(S(=O)(=O)Cl)CC1, C1CCOC1, C[Si](C)(C)[N-][Si](C)(C)C, Cc1ncnc2c(F)c3c(cc12)[nH]c(=O)n3-c1ccc(I)cc1F, [Li+]. The product is Cc1ncnc2c(F)c3c(cc12)n(S(=O)(=O)C1(CCO[Si](C)(C)C(C)(C)C)CC1)c(=O)n3-c1ccc(I)cc1F. As a reaction SMILES: [C:35]([CH3:36])([CH3:37])([CH3:38])[Si:39]([O:40][CH2:41][CH2:42][C:43]1([S:46](=[O:47])(=[O:48])[Cl:49])[CH2:44][CH2:45]1)([CH3:50])[CH3:51].[CH2:52]1[O:53][CH2:54][CH2:55][CH2:56]1.[CH3:26][Si:27]([N-:28][Si:29]([CH3:30])([CH3:31])[CH3:32])([CH3:33])[CH3:34].[F:1][c:2]1[c:3](-[n:9]2[c:10](=[O:24])[nH:11][c:12]3[cH:13][c:14]4[c:15]([CH3:23])[n:16][cH:17][n:18][c:19]4[c:20]([F:22])[c:21]23)[cH:4][cH:5][c:6]([I:8])[cH:7]1.[Li+:25]>>[F:1][c:2]1[c:3](-[n:9]2[c:10](=[O:24])[n:11]([S:46]([C:43]3([CH2:42][CH2:41][O:40][Si:39]([C:35]([CH3:36])([CH3:37])[CH3:38])([CH3:50])[CH3:51])[CH2:44][CH2:45]3)(=[O:47])=[O:48])[c:12]3[cH:13][c:14]4[c:15]([CH3:23])[n:16][cH:17][n:18][c:19]4[c:20]([F:22])[c:21]23)[cH:4][cH:5][c:6]([I:8])[cH:7]1. The reactants are BrC1=NN2C(N=C(C(=C2)C2=CC=CC=C2)C2=CC=C(C=O)C=C2)=N1 (4-(2-bromo-6-phenyl[1,2,4]triazolo[1,5-a]pyrimidin-5-yl)benzaldehyde), C(C)N (ethylamine). Run in O (water), CN1CCCC1=O (NMP). Reaction conditions: temperature 100 celsius. Product: C(C)NC1=NN2C(N=C(C(=C2)C2=CC=CC=C2)C2=CC=C(C=O)C=C2)=N1 (4-(2-ethylamino-6-phenyl-[1,2,4]triazolo[1,5-a]pyrimidin-5-yl)-benzaldehyde). As a reaction SMILES: Br[C:2]1[N:24]=[C:5]2[N:6]=[C:7]([C:16]3[CH:23]=[CH:22][C:19]([CH:20]=[O:21])=[CH:18][CH:17]=3)[C:8]([C:10]3[CH:15]=[CH:14][CH:13]=[CH:12][CH:11]=3)=[CH:9][N:4]2[N:3]=1.[CH2:25]([NH2:27])[CH3:26]>CN1C(=O)CCC1.O>[CH2:25]([NH:27][C:2]1[N:24]=[C:5]2[N:6]=[C:7]([C:16]3[CH:23]=[CH:22][C:19]([CH:20]=[O:21])=[CH:18][CH:17]=3)[C:8]([C:10]3[CH:15]=[CH:14][CH:13]=[CH:12][CH:11]=3)=[CH:9][N:4]2[N:3]=1)[CH3:26]. Procedure: To 90 mg 4-(2-bromo-6-phenyl[1,2,4]triazolo[1,5-a]pyrimidin-5-yl)benzaldehyde (prepared as described above) in 2 mL NMP were added 0.71 mL ethylamine. The mixture was heated under microwave irradiation to 100° C. for 80 min and then overnight at 100° C. under conventional heating. On cooling the reaction was diluted with water and extracted with EtOAc. The organic phase was washed with brine, dried and concentrated in vacuo to give the crude title compound as an orange oil which was used in the ... Reactants: OO (hydrogen peroxide), ClC=1C=C(C=CC1Cl)NC(=O)NC=1SC(=NN1)S(=O)(=O)CCCCCC (1-(3,4-dichlorophenyl)-3-[5-(hexylsulfonyl)-1,3,4-thiadiazol-2-yl]urea). The solvent is C(C)(=O)O (acetic acid). Yields the product ClC=1C=C(C=CC1Cl)NC(=O)NC=1SC(=NN1)SCCCCCC (1-(3,4-dichlorophenyl)-3-[5-(hexylthio)-1,3,4-thiadiazol-2-yl]urea). As a reaction SMILES: OO.[Cl:3][C:4]1[CH:5]=[C:6]([NH:11][C:12]([NH:14][C:15]2[S:16][C:17]([S:20]([CH2:23][CH2:24][CH2:25][CH2:26][CH2:27][CH3:28])(=O)=O)=[N:18][N:19]=2)=[O:13])[CH:7]=[CH:8][C:9]=1[Cl:10]>C(O)(=O)C>[Cl:3][C:4]1[CH:5]=[C:6]([NH:11][C:12]([NH:14][C:15]2[S:16][C:17]([S:20][CH2:23][CH2:24][CH2:25][CH2:26][CH2:27][CH3:28])=[N:18][N:19]=2)=[O:13])[CH:7]=[CH:8][C:9]=1[Cl:10]. Reported procedure: A solution of 6.0 g. (0.015 mole) of 1-(3,4-dichlorophenyl)-3-[5-(hexylthio)-1,3,4-thiadiazol-2-yl]urea (Example 18) was prepared in 30 ml. of glacial acetic acid. The mixture was heated to about 85°-90° C. and 4.08 g. (0.036 mole) of 30 percent hydrogen peroxide was added dropwise. After addition was complete, the temperature of the reaction mixture was maintained at about 85°-90° C. for an additional 1.5 hours. The reaction mixture was then cooled and poured onto ice. A precipitate formed whic... RXN SMILES: [CH3:1][O:2][C:3]1[C:19]([O:20][CH3:21])=[CH:18][C:6]2[CH2:7][C:8](=[O:17])[N:9]([CH2:12][CH:13]([CH3:16])[CH2:14]Cl)[CH:10]=[CH:11][C:5]=2[CH:4]=1.[CH3:22][NH:23][CH2:24][CH2:25][C:26]1[CH:31]=[CH:30][C:29]([O:32][CH3:33])=[C:28]([O:34][CH3:35])[CH:27]=1>>[CH3:1][O:2][C:3]1[C:19]([O:20][CH3:21])=[CH:18][C:6]2[CH2:7][C:8](=[O:17])[N:9]([CH2:12][C:13]([CH3:16])([N:23]([CH3:22])[CH2:24][CH2:25][C:26]3[CH:31]=[CH:30][C:29]([O:32][CH3:33])=[C:28]([O:34][CH3:35])[CH:27]=3)[CH3:14])[CH:10]=[CH:11][C:5]=2[CH:4]=1. The product is COC1=CC2=C(CC(N(C=C2)CC(C)(N(CCC2=CC(=C(C=C2)OC)OC)C)C)=O)C=C1OC (1-[7,8-Dimethoxy-1,3-dihydro-2H-3-benzazepin-2-on-3-yl]-2-methyl-2-[N-methyl-N-(2-{3,4-dimethoxyphenyl}-ethyl)-amino]-propane). Starting materials: COC1=CC2=C(CC(N(C=C2)CC(CCl)C)=O)C=C1OC (1-(7,8-dimethoxy-1,3-dihydro-2H-3-benzazepin-2-on-3-yl)-2-methyl-3-chloro-propane), CNCCC1=CC(=C(C=C1)OC)OC (N-methyl-N-[2-(3,4-dimethoxy-phenyl)-ethyl]-amine). Procedure details: This compound was prepared analogous to Example 1(b) by reacting 1-(7,8-dimethoxy-1,3-dihydro-2H-3-benzazepin-2-on-3-yl)-2-methyl-3-chloro-propane with N-methyl-N-[2-(3,4-dimethoxy-phenyl)-ethyl]-amine.